This data is from the Open Reaction Database (ORD), a public repository of structured organic reaction records. The task is: describe an organic reaction: reactants, conditions, products, and yield Reactants: C(C)(C)(C)OC=1C=C(C=CC1)C=1C2=C(N=C(N1)N1CCOCC1)NCC2 (4-(3-t-butoxyphenyl)-2-morpholin-4-yl-6,7-dihydro-5H-pyrrolo[2,3-d]pyrimidine), N1=CC=CC=C1 (pyridine), CN(C)C1=NC=CC=C1 (dimethylaminopyridine), C(C1=CC=CC=C1)(=O)Cl (benzoyl chloride). The solvent is O (water), C(C)#N (acetonitrile), C(C)#N (acetonitrile). Run at time 10 hour. The product is C(C)(C)(C)OC=1C=C(C=CC1)C=1C2=C(N=C(N1)N1CCOCC1)N(CC2)C(=O)C2=CC=CC=C2 ([4-(3-t-Butoxyphenyl)-2-morpholin-4-yl-5,6-dihydropyrrolo[2,3-d]pyrimidin-7-yl]-phenylmethanone). The yield is 90.2%. As a reaction SMILES: [C:1]([O:5][C:6]1[CH:7]=[C:8]([C:12]2[C:13]3[CH2:26][CH2:25][NH:24][C:14]=3[N:15]=[C:16]([N:18]3[CH2:23][CH2:22][O:21][CH2:20][CH2:19]3)[N:17]=2)[CH:9]=[CH:10][CH:11]=1)([CH3:4])([CH3:3])[CH3:2].N1C=CC=CC=1.CN(C1C=CC=CN=1)C.[C:42](Cl)(=[O:49])[C:43]1[CH:48]=[CH:47][CH:46]=[CH:45][CH:44]=1>O.C(#N)C>[C:1]([O:5][C:6]1[CH:7]=[C:8]([C:12]2[C:13]3[CH2:26][CH2:25][N:24]([C:42]([C:43]4[CH:48]=[CH:47][CH:46]=[CH:45][CH:44]=4)=[O:49])[C:14]=3[N:15]=[C:16]([N:18]3[CH2:19][CH2:20][O:21][CH2:22][CH2:23]3)[N:17]=2)[CH:9]=[CH:10][CH:11]=1)([CH3:4])([CH3:2])[CH3:3]. Reported procedure: To an acetonitrile solution (2 ml) of 4-(3-t-butoxyphenyl)-2-morpholin-4-yl-6,7-dihydro-5H-pyrrolo[2,3-d]pyrimidine (36 mg), an acetonitrile solution (1 ml) of pyridine (25 μl, 3 equivalents), dimethylaminopyridine (ca. 2 mg, catalytic amount) and benzoyl chloride (28 mg, 2 equivalents) was added under ice cooling, followed by stirring at room temperature for 10 hours. To the reaction mixture, water (20 ml) was added, followed by extraction with ethyl acetate (10 ml×2). The organic layer was was... Reactants: Cl.FC1=C2CC[C@@H](CC2=CC(=C1)F)N ((S)-5,7-difluoro-1,2,3,4-tetrahydronaphthalen-2-yl amine hydrochloride), C(C)(C)(C)OC(NCCC(CO[Si](C)(C)C(C)(C)C)=O)=O ([4-(tert-butyldimethylsilanyloxy)-3-oxobutyl]carbamic acid tert-butyl ester), [S-]C#N.[K+] (potassium thiocyanate), O (water), C(C)(=O)O (acetic acid). Solvent: C(C)(=O)OCC (ethyl acetate). Conditions: time 2 hour. The product is Cl.NCCC1=CNC(N1[C@@H]1CC2=CC(=CC(=C2CC1)F)F)=S ((S)-5-(2-aminoethyl)-1-(5,7-difluoro-1,2,3,4-tetrahydronaphthalen-2-yl)-1,3-dihydroimidazole-2-thione hydrochloride). As a reaction SMILES: [ClH:1].[F:2][C:3]1[CH:12]=[C:11]([F:13])[CH:10]=[C:9]2[C:4]=1[CH2:5][CH2:6][C@H:7]([NH2:14])[CH2:8]2.C(OC(=O)[NH:21][CH2:22][CH2:23][C:24](=O)[CH2:25]O[Si](C(C)(C)C)(C)C)(C)(C)C.[S-:36][C:37]#[N:38].[K+].O.C(O)(=O)C>C(OCC)(=O)C>[ClH:1].[NH2:21][CH2:22][CH2:23][C:24]1[N:14]([C@H:7]2[CH2:6][CH2:5][C:4]3[C:9](=[CH:10][C:11]([F:13])=[CH:12][C:3]=3[F:2])[CH2:8]2)[C:37](=[S:36])[NH:38][CH:25]=1 |f:0.1,3.4,8.9|. Procedure: A stirred mixture of (S)-5,7-difluoro-1,2,3,4-tetrahydronaphthalen-2-yl amine hydrochloride (0.17 g, 0.79 mmol), [4-(tert-butyldimethylsilanyloxy)-3-oxobutyl]carbamic acid tert-butyl ester (0.28 g, 0.87 mmol), potassium thiocyanate (0.085 g, 0.85 mmol), water (0.014 mL, 0.80 mmol) and acetic acid (0.2 mL, 3.3 mmol) in ethyl acetate (2 mL) was refluxed for 7 hours, cooled to the room temperature, washed by sodium bicarbonate solution and dried over anhydrous magnesium sulphate and evaporated in v...